From a dataset of the Open Reaction Database (ORD), a public repository of structured organic reaction records. describe an organic reaction: reactants, conditions, products, and yield The reactants are Cc1ccccc1, CC(O)c1ccncc1F, O=[Mn]=O. Product: CC(=O)c1ccncc1F. RXN SMILES: [CH3:11][c:12]1[cH:13][cH:14][cH:15][cH:16][cH:17]1.[F:1][c:2]1[cH:3][n:4][cH:5][cH:6][c:7]1[CH:8]([CH3:9])[OH:10].[O:18]=[Mn:19]=[O:20]>>[F:1][c:2]1[cH:3][n:4][cH:5][cH:6][c:7]1[C:8]([CH3:9])=[O:10]. Reactants: FC(C(C(CCCCCCCCO)(F)F)(F)F)(C(F)(F)F)F (8-(nonafluorobutyl)-1-octanol), Br (hydrobromic acid), S(O)(O)(=O)=O (sulfuric acid). The solvent is O (water). Reaction conditions: temperature 100 celsius. Product: BrCCCCCCCCC(C(C(C(F)(F)F)(F)F)(F)F)(F)F (1-bromo-8-(nonafluorobutyl)octane). As a reaction SMILES: [F:1][C:2]([F:22])([C:18]([F:21])([F:20])[F:19])[C:3]([F:17])([F:16])[C:4]([F:15])([F:14])[CH2:5][CH2:6][CH2:7][CH2:8][CH2:9][CH2:10][CH2:11][CH2:12]O.[BrH:23].S(=O)(=O)(O)O>O>[Br:23][CH2:12][CH2:11][CH2:10][CH2:9][CH2:8][CH2:7][CH2:6][CH2:5][C:4]([F:15])([F:14])[C:3]([F:17])([F:16])[C:2]([F:22])([F:1])[C:18]([F:21])([F:20])[F:19]. Reported procedure: To a mixture of 15.22 g of 8-(nonafluorobutyl)-1-octanol and 200 mL of 48 weight percent hydrobromic acid was slowly added 20 mL of concentrated sulfuric acid. The reaction mixture was heated at 100° C. for 18 hr and poured into 800 mL of water. The mixture was extracted with 2×200 mL portions of hexanes, and the combined organic phases were washed with 2×200 mL portions of saturated aqueous sodium bicarbonate, 2 ×200 mL portions of 3 formal aqueous sodium thiosulfate, and one 100 mL portion of ... Reactants: BrC1=NN=C2CNCC3=C(N12)C=CC(=C3)Cl (1-bromo-8-chloro-5,6-dihydro-4H-2,3,5,10b-tetraaza-benzo[e]azulene), C=O (paraformaldehyde), C(#N)[BH3-].[Na+] (sodium cyanoborohydride). Run in CO (methanol). Run at time 3 hour. The product is BrC1=NN=C2CN(CC3=C(N12)C=CC(=C3)Cl)C (1-Bromo-8-chloro-5-methyl-5,6-dihydro-4H-2,3,5,10b-tetraaza-benzoazulene). The yield is 30.4%. As a reaction SMILES: [Br:1][C:2]1[N:11]2[C:5]([CH2:6][NH:7][CH2:8][C:9]3[CH:15]=[C:14]([Cl:16])[CH:13]=[CH:12][C:10]=32)=[N:4][N:3]=1.C=O.[C:19]([BH3-])#N.[Na+]>CO>[Br:1][C:2]1[N:11]2[C:5]([CH2:6][N:7]([CH3:19])[CH2:8][C:9]3[CH:15]=[C:14]([Cl:16])[CH:13]=[CH:12][C:10]=32)=[N:4][N:3]=1 |f:2.3|. Procedure: A mixture of 1-bromo-8-chloro-5,6-dihydro-4H-2,3,5,10b-tetraaza-benzo[e]azulene (1.9 g, 6.4 mmol) and paraformaldehyde (1.5 g, 51 mmol) in methanol (64 ml) was heated at reflux for 16 h. After cooling to 0° C. sodium cyanoborohydride (0.8 g, 13 mmol) was added. The reaction mixture was allowed to warm to room temperature and stirred for 3 h. After quenching with 1 M aqueous sodium hydroxide solution (200 ml) the aqueous layer was extracted with ethyl acetate. The organic layer was dried over anh... Starting materials: B, COc1cccc(NC(=O)COc2ccc(Oc3ccnc4cc(OC)c(OC)cc34)cc2)c1, Cl, [Na+], C1CCOC1, C1CCOC1, [OH-]. Product: COc1cccc(NCCOc2ccc(Oc3ccnc4cc(OC)c(OC)cc34)cc2)c1. RXN SMILES: [BH3:40].[CH3:1][O:2][c:3]1[cH:4][c:5]([NH:9][C:10]([CH2:11][O:12][c:13]2[cH:14][cH:15][c:16]([O:19][c:20]3[cH:21][cH:22][n:23][c:24]4[cH:25][c:26]([O:32][CH3:33])[c:27]([O:30][CH3:31])[cH:28][c:29]34)[cH:17][cH:18]2)=[O:34])[cH:6][cH:7][cH:8]1.[ClH:41].[Na+:43].[O:35]1[CH2:36][CH2:37][CH2:38][CH2:39]1.[O:44]1[CH2:45][CH2:46][CH2:47][CH2:48]1.[OH-:42]>>[CH3:1][O:2][c:3]1[cH:4][c:5]([NH:9][CH2:10][CH2:11][O:12][c:13]2[cH:14][cH:15][c:16]([O:19][c:20]3[cH:21][cH:22][n:23][c:24]4[cH:25][c:26]([O:32][CH3:33])[c:27]([O:30][CH3:31])[cH:28][c:29]34)[cH:17][cH:18]2)[cH:6][cH:7][cH:8]1. Product: CC(C)N1C=C(C2=C1C=CC(=C2)C#N)C3CCC(CC3)N4CCN(CC4)C5=CC=CC6=C5C=CN6 (3-{(1,4-cis)-4-[4-(1H-indol-4-yl)-piperazin-1-yl]-cyclohexyl}-1-isopropyl-1H-indole-5-carbonitrile). The solvent is ClCCCl (1,2-dichloroethane). Starting materials: C(#N)C=1C=C2C(=CN(C2=CC1)CCC)C1CCC(CC1)=O (4-(5-cyano-1-n-propyl-indol-3-yl)-cyclohexanone), C(C)(=O)O (acetic acid), N1C=CC2=C(C=CC=C12)N1CCNCC1 (1-(indol-4-yl)piperazine), C(C)(=O)O[BH-](OC(C)=O)OC(C)=O.[Na+] (sodium triacetoxyborohydride). Procedure: A solution of 4-(5-cyano-1-n-propyl-indol-3-yl)-cyclohexanone (1.68 g, 6 mmol), 1-(indol-4-yl)piperazine (1.27 g, 6.3 mmol), sodium triacetoxyborohydride (1.84 g, 8.9 mmol) and acetic acid (0.94 ml, 16 mmol) in 1,2-dichloroethane (80 ml) was allowed to stir at room temperature overnight. The reaction was quenched with 1N sodium hydroxide (20 ml), extracted with methylene chloride (3×100 ml), and washed with brine (3×100 ml). The organic layer was dried over anhydrous sodium sulfate, and filtered... Reaction SMILES: [C:1]([C:3]1[CH:4]=[C:5]2[C:9](=[CH:10][CH:11]=1)[N:8]([CH2:12][CH2:13]C)[CH:7]=[C:6]2[CH:15]1[CH2:20][CH2:19][C:18](=O)[CH2:17][CH2:16]1)#[N:2].[NH:22]1[C:30]2[C:25](=[C:26]([N:31]3[CH2:36][CH2:35][NH:34][CH2:33][CH2:32]3)[CH:27]=[CH:28][CH:29]=2)[CH:24]=[CH:23]1.[C:37](O[BH-](OC(=O)C)OC(=O)C)(=O)C.[Na+].C(O)(=O)C>ClCCCl>[CH3:13][CH:12]([N:8]1[C:9]2[CH:10]=[CH:11][C:3]([C:1]#[N:2])=[CH:4][C:5]=2[C:6]([CH:15]2[CH2:20][CH2:19][CH:18]([N:34]3[CH2:35][CH2:36][N:31]([C:26]4[C:25]5[CH:24]=[CH:23][NH:22][C:30]=5[CH:29]=[CH:28][CH:27]=4)[CH2:32][CH2:33]3)[CH2:17][CH2:16]2)=[CH:7]1)[CH3:37] |f:2.3|. Yield: 17.5%. Conditions: time 8 hour. Reactants: C([O-])([O-])=O.[K+].[K+] (potassium carbonate), C(CCC)[Li] (n-Butyllithium), C([O-])(O)=O.[Na+] (sodium bicarbonate), C(C)(C)NC(C)C (diisopropylamine), CN1C2=CC=CC=C2C=2C(CCCC12)=O (1,2,3,9-tetrahydro-9-methyl-4H-carbazol-4-one), ClCC=1N=CN(C1C)C(C1=CC=CC=C1)(C1=CC=CC=C1)C1=CC=CC=C1 (4-(chloromethyl)-5-methyl-1-(triphenylmethyl)-1H-imidazole). Run in CN(P(=O)(N(C)C)N(C)C)C (Hexamethylphosphoramide), C1CCOC1 (THF), C1CCOC1 (THF), C1CCOC1 (THF), O (water), C(C)(=O)O (acetic acid), C1CCOC1 (THF). Conditions: time 30 minute. Product: CN1C2=CC=CC=C2C=2C(C(CCC12)CC=1N=CNC1C)=O (1,2,3,9-Tetrahydro-9-methyl-3-[(5-methyl-1H-imidazol-4-yl)methyl]-4H-carbazol-4-one). Isolated yield 244.5%. As a reaction SMILES: C([Li])CCC.C(NC(C)C)(C)C.[CH3:13][N:14]1[C:26]2[CH2:25][CH2:24][CH2:23][C:22](=[O:27])[C:21]=2[C:20]2[C:15]1=[CH:16][CH:17]=[CH:18][CH:19]=2.Cl[CH2:29][C:30]1[N:31]=[CH:32][N:33](C(C2C=CC=CC=2)(C2C=CC=CC=2)C2C=CC=CC=2)[C:34]=1[CH3:35].C(=O)(O)[O-].[Na+].C(=O)([O-])[O-].[K+].[K+]>C1COCC1.O.C(O)(=O)C.CN(C)P(N(C)C)(N(C)C)=O>[CH3:13][N:14]1[C:26]2[CH2:25][CH2:24][CH:23]([CH2:29][C:30]3[N:31]=[CH:32][NH:33][C:34]=3[CH3:35])[C:22](=[O:27])[C:21]=2[C:20]2[C:15]1=[CH:16][CH:17]=[CH:18][CH:19]=2 |f:4.5,6.7.8|. Reported procedure: n-Butyllithium (1.45M in hexane; 2.07 ml) was added dropwise to a cold (-70°) stirred solution of diisopropylamine (0.42 ml) in dry THF (20 ml) under nitrogen. The solution was allowed to reach 0° over 30 min, cooled to -70° and added to a cold (-70°) stirred solution of ) 1,2,3,9-tetrahydro-9-methyl-4H-carbazol-4-one (500 mg) in dry THF (10 ml under nitrogen. Hexamethylphosphoramide (0.44 ml) was added and the mixture was allowed to reach 0° over 1 h. The solution was cooled to -70° and a suspe... The reactants are CC(=O)Nc1ccccc1, CN(C)C=O, N#Cc1cc2ccccc2nc1Cl, O=P(Cl)(Cl)Cl. Product: O=Cc1cc2ccccc2nc1Cl. As a reaction SMILES: [C:14]([NH:15][c:17]1[cH:18][cH:19][cH:20][cH:21][cH:22]1)(=[O:16])[CH3:23].[CH3:29][N:30]([CH3:31])[CH:32]=[O:33].[Cl:1][c:2]1[n:3][c:4]2[cH:5][cH:6][cH:7][cH:8][c:9]2[cH:10][c:11]1[C:12]#[N:13].[P:24]([Cl:25])([Cl:26])([Cl:27])=[O:28]>>[Cl:1][c:2]1[n:3][c:4]2[cH:5][cH:6][cH:7][cH:8][c:9]2[cH:10][c:11]1[CH:12]=[O:16].